Dataset: the Open Reaction Database (ORD), a public repository of structured organic reaction records. Task: describe an organic reaction: reactants, conditions, products, and yield Starting materials: CCOC(=O)c1c(CCc2ccc(F)cc2)nc2c(c1-c1cc(C(=O)O)co1)C(=O)N1CCCC21, CCN=C=NCCCN(C)C, ClCCl, Cl, NC1CCc2ccccc21, On1nnc2ccccc21. Product: CCOC(=O)c1c(CCc2ccc(F)cc2)nc2c(c1-c1cc(C(=O)NC3CCc4ccccc43)co1)C(=O)N1CCCC21. Reaction SMILES: [CH2:1]([CH3:2])[O:3][C:4](=[O:5])[c:6]1[c:7](-[c:28]2[cH:29][c:30]([C:33](=[O:34])[OH:35])[cH:31][o:32]2)[c:8]2[c:9]([n:17][c:18]1[CH2:19][CH2:20][c:21]1[cH:22][cH:23][c:24]([F:27])[cH:25][cH:26]1)[CH:10]1[CH2:11][CH2:12][CH2:13][N:14]1[C:15]2=[O:16].[CH3:46][CH2:47][N:48]=[C:49]=[N:50][CH2:51][CH2:52][CH2:53][N:54]([CH3:55])[CH3:56].[Cl:68][CH2:69][Cl:70].[ClH:67].[NH2:36][CH:37]1[CH2:38][CH2:39][c:40]2[cH:41][cH:42][cH:43][cH:44][c:45]21.[OH:57][n:58]1[c:59]2[c:60]([cH:61][cH:62][cH:63][cH:64]2)[n:65][n:66]1>>[CH2:1]([CH3:2])[O:3][C:4](=[O:5])[c:6]1[c:7](-[c:28]2[cH:29][c:30]([C:33](=[O:34])[NH:36][CH:37]3[CH2:38][CH2:39][c:40]4[cH:41][cH:42][cH:43][cH:44][c:45]43)[cH:31][o:32]2)[c:8]2[c:9]([n:17][c:18]1[CH2:19][CH2:20][c:21]1[cH:22][cH:23][c:24]([F:27])[cH:25][cH:26]1)[CH:10]1[CH2:11][CH2:12][CH2:13][N:14]1[C:15]2=[O:16]. Starting materials: O=C([O-])[O-], CCOC(=O)C(C)Oc1cc(Cl)nc(SCc2cccc(F)c2F)n1, CC(C)c1cc(C(C)C)c(-c2ccccc2P(C2CCCCC2)C2CCCCC2)c(C(C)C)c1, [Cs+], [Cs+], NS(=O)(=O)N1CCC1, O=C(C=Cc1ccccc1)C=Cc1ccccc1, C1COCCO1, O=C(C=Cc1ccccc1)C=Cc1ccccc1, O=C(C=Cc1ccccc1)C=Cc1ccccc1, [Pd], [Pd]. The product is CCOC(=O)C(C)Oc1cc(NS(=O)(=O)N2CCC2)nc(SCc2cccc(F)c2F)n1. As a reaction SMILES: [C:43](=[O:44])([O-:45])[O-:46].[CH2:49]([CH3:50])[O:51][C:52]([CH:53]([CH3:54])[O:55][c:56]1[n:57][c:58]([S:63][CH2:64][c:65]2[c:66]([F:72])[c:67]([F:71])[cH:68][cH:69][cH:70]2)[n:59][c:60]([Cl:62])[cH:61]1)=[O:73].[CH:9]1([P:10]([CH:11]2[CH2:12][CH2:13][CH2:14][CH2:15][CH2:16]2)[c:17]2[cH:18][cH:19][cH:20][cH:21][c:22]2-[c:23]2[c:24]([CH:25]([CH3:26])[CH3:27])[cH:28][c:29]([CH:30]([CH3:31])[CH3:32])[cH:33][c:34]2[CH:35]([CH3:36])[CH3:37])[CH2:38][CH2:39][CH2:40][CH2:41][CH2:42]1.[Cs+:47].[Cs+:48].[N:1]1([S:5](=[O:6])(=[O:7])[NH2:8])[CH2:2][CH2:3][CH2:4]1.[O:112]=[C:113]([CH:114]=[CH:115][c:116]1[cH:117][cH:118][cH:119][cH:120][cH:121]1)[CH:122]=[CH:123][c:124]1[cH:125][cH:126][cH:127][cH:128][cH:129]1.[O:130]1[CH2:131][CH2:132][O:133][CH2:134][CH2:135]1.[O:76]=[C:77]([CH:78]=[CH:79][c:80]1[cH:81][cH:82][cH:83][cH:84][cH:85]1)[CH:86]=[CH:87][c:88]1[cH:89][cH:90][cH:91][cH:92][cH:93]1.[O:94]=[C:95]([CH:96]=[CH:97][c:98]1[cH:99][cH:100][cH:101][cH:102][cH:103]1)[CH:104]=[CH:105][c:106]1[cH:107][cH:108][cH:109][cH:110][cH:111]1.[Pd:74].[Pd:75]>>[N:1]1([S:5](=[O:6])(=[O:7])[NH:8][c:60]2[n:59][c:58]([S:63][CH2:64][c:65]3[c:66]([F:72])[c:67]([F:71])[cH:68][cH:69][cH:70]3)[n:57][c:56]([O:55][CH:53]([C:52]([O:51][CH2:49][CH3:50])=[O:73])[CH3:54])[cH:61]2)[CH2:2][CH2:3][CH2:4]1. Reactants: FC1=CC=C(C=C1)SC1=C(C(=O)O)C=CC=C1 (2-(4-fluorophenylthio)benzoic acid), [Na].[H-].COCCO[Al+]OCCOC (sodium bis-(2-methoxyethoxy)aluminum hydride), [OH-].[Na+] (sodium hydroxide). Solvent: C1=CC=CC=C1 (benzene), C1=CC=CC=C1 (benzene). Reaction conditions: time 30 minute. Yields the product FC1=CC=C(C=C1)SC1=C(CO)C=CC=C1 (2-(4-fluorophenylthio)benzyl alcohol). As a reaction SMILES: [Na].[H-].COCCO[Al+]OCCOC.[F:14][C:15]1[CH:20]=[CH:19][C:18]([S:21][C:22]2[CH:30]=[CH:29][CH:28]=[CH:27][C:23]=2[C:24](O)=[O:25])=[CH:17][CH:16]=1.[OH-].[Na+]>C1C=CC=CC=1>[F:14][C:15]1[CH:20]=[CH:19][C:18]([S:21][C:22]2[CH:30]=[CH:29][CH:28]=[CH:27][C:23]=2[CH2:24][OH:25])=[CH:17][CH:16]=1 |f:0.1.2,4.5,^1:0|. Procedure details: 36.1 ml of 70% sodium-bis-(2-methoxyethoxy)aluminum hydride in benzene are added dropwise over a one hour span to a stirring mixture of 15 g of 2-(4-fluorophenylthio)benzoic acid in 150 ml of benzene under nitrogen at ambient temperature. After total addition, the reaction mixture is stirred for an additional 30 minutes and then permitted to stand for 4 days. Thereafter, the reaction mixture is cooled to 0° C. before 100 mls of 10% sodium hydroxide are added with stirring. Following this additio...